From a dataset of the Open Reaction Database (ORD), a public repository of structured organic reaction records. describe an organic reaction: reactants, conditions, products, and yield The reactants are C1(=CC=CC=C1)P(C1=CC=CC=C1)C1=CC=CC=C1 (Triphenylphosphine), C(C)(C)(C)OC(=O)N1CCC(CC1)O (N-tert-butoxycarbonyl-4-hydroxypiperidine), C(C1=CC=CC=C1)OC1=CC=C(C=C1)O (4-benzyloxyphenol), N(=NC(=O)OCC)C(=O)OCC (diethyl azodicarboxylate). Run in O1CCCC1 (tetrahydrofuran). Conditions: time 14 hour. The product is C(C)(C)(C)OC(=O)N1CCC(CC1)OC1=CC=C(C=C1)OCC1=CC=CC=C1 (N-tert-Butoxycarbonyl-4-(4-Benzyloxyphenoxy)piperidine). RXN SMILES: C1(P(C2C=CC=CC=2)C2C=CC=CC=2)C=CC=CC=1.[C:20]([O:24][C:25]([N:27]1[CH2:32][CH2:31][CH:30]([OH:33])[CH2:29][CH2:28]1)=[O:26])([CH3:23])([CH3:22])[CH3:21].[CH2:34]([O:41][C:42]1[CH:47]=[CH:46][C:45](O)=[CH:44][CH:43]=1)[C:35]1[CH:40]=[CH:39][CH:38]=[CH:37][CH:36]=1.N(C(OCC)=O)=NC(OCC)=O>O1CCCC1>[C:20]([O:24][C:25]([N:27]1[CH2:32][CH2:31][CH:30]([O:33][C:45]2[CH:46]=[CH:47][C:42]([O:41][CH2:34][C:35]3[CH:40]=[CH:39][CH:38]=[CH:37][CH:36]=3)=[CH:43][CH:44]=2)[CH2:29][CH2:28]1)=[O:26])([CH3:23])([CH3:21])[CH3:22]. Reported procedure: Triphenylphosphine (917 mg) was added to a solution of N-tert-butoxycarbonyl-4-hydroxypiperidine (A, 704 mg), 4-benzyloxyphenol (700 mg) and diethyl azodicarboxylate (609 mg) in tetrahydrofuran (20 mL) at room temperature. After stirring at room temperature for 14 hr, the reaction mixture was concentrated in vacuo. The residue was purified by silica gel column chromatography (ethyl acetate:hexane=1:9, v/v) to give the titled compound (703 mg) as a colorless oil: 1H NMR (400 MHz, CDCl3) δ 1.47 (s... Reactants: BrC1=CC=C(C=O)C=C1 (4-bromobenzaldehyde), C(CCC)[Li] (n-butyllithium), CCCCCC (hexane), BrC=1C=C(O[Si](C)(C)C(C)(C)C)C=CC1 (3-Bromophenoxy-tert-butyldimethylsilane). The solvent is O1CCCC1 (tetrahydrofuran), O1CCCC1 (tetrahydrofuran). Reaction conditions: temperature -78 celsius, time 30 minute. Yields the product BrC1=CC=C(C=C1)C(C1=CC(=CC=C1)O[Si](C)(C)C(C)(C)C)O (α-(4-bromophenyl)-3-(tert-butyldimethylsilyloxy)benzyl alcohol). Isolated yield 98.3%. RXN SMILES: Br[C:2]1[CH:3]=[C:4]([CH:13]=[CH:14][CH:15]=1)[O:5][Si:6]([C:9]([CH3:12])([CH3:11])[CH3:10])([CH3:8])[CH3:7].C([Li])CCC.CCCCCC.[Br:27][C:28]1[CH:35]=[CH:34][C:31]([CH:32]=[O:33])=[CH:30][CH:29]=1>O1CCCC1>[Br:27][C:28]1[CH:35]=[CH:34][C:31]([CH:32]([OH:33])[C:2]2[CH:15]=[CH:14][CH:13]=[C:4]([O:5][Si:6]([C:9]([CH3:12])([CH3:11])[CH3:10])([CH3:8])[CH3:7])[CH:3]=2)=[CH:30][CH:29]=1. Procedure details: 3-Bromophenoxy-tert-butyldimethylsilane (146 g, 0.51 mol, Example 1, infra) was dissolved in dry tetrahydrofuran under nitrogen and cooled to −78° C. A solution of 1.6 M n-butyllithium in hexane (318 mL, 0.51 mol) was added dropwise at a rate to maintain temperature below −70° C. The reaction was stirred for 30 minutes after the addition was complete, and the cold solution was transferred to another vessel containing a cold (−78° C.) solution of 4-bromobenzaldehyde (94.3 g, 0.51 mol) in 1000 mL ... The reactants are CC(C)(C)NS(=O)(=O)Cc1ccccc1[N+](=O)[O-], CCO, [H][H]. Yields the product CC(C)(C)NS(=O)(=O)Cc1ccccc1N. Reaction SMILES: [CH3:1][C:2]([CH3:3])([CH3:4])[NH:5][S:6](=[O:7])(=[O:8])[CH2:9][c:10]1[c:11]([N+:16]([O-:17])=[O:18])[cH:12][cH:13][cH:14][cH:15]1.[CH3:21][CH2:22][OH:23].[H:19][H:20]>>[CH3:1][C:2]([CH3:3])([CH3:4])[NH:5][S:6](=[O:7])(=[O:8])[CH2:9][c:10]1[c:11]([NH2:16])[cH:12][cH:13][cH:14][cH:15]1. Starting materials: N1(CCCC1)C1=NC(=CC(=N1)N1CCCC1)N1CCN(CC1)CCCOC1=C2C=C(NC2=CC=C1)C(=O)N (4-[3-[4-[2,4-dipyrrolidino-6-pyrimidinyl]-1-piperazinyl]propoxy]indole-2-carboxamide), N1=CC=CC=C1 (pyridine), FC(C(=O)OC(C(F)(F)F)=O)(F)F (trifluoroacetic anhydride), FC(C(=O)OC(C(F)(F)F)=O)(F)F (trifluoroacetic anhydride). Run in C(Cl)Cl (methylene chloride), O1CCOCC1 (dioxane), O1CCOCC1 (dioxane), O1CCOCC1 (dioxane). Conditions: time 18 hour. The product is C(#N)C=1NC2=CC=CC(=C2C1)OCCCN1CCN(CC1)C1=CC(=NC(=N1)N1CCCC1)N1CCCC1 (2-Cyano4-[3-[4-(2,4-dipyrrolidino-6-pyrimidinyl)-1-piperazinyl]propoxy]indole). As a reaction SMILES: [N:1]1([C:6]2[N:11]=[C:10]([N:12]3[CH2:16][CH2:15][CH2:14][CH2:13]3)[CH:9]=[C:8]([N:17]3[CH2:22][CH2:21][N:20]([CH2:23][CH2:24][CH2:25][O:26][C:27]4[CH:35]=[CH:34][CH:33]=[C:32]5[C:28]=4[CH:29]=[C:30]([C:36]([NH2:38])=O)[NH:31]5)[CH2:19][CH2:18]3)[N:7]=2)[CH2:5][CH2:4][CH2:3][CH2:2]1.N1C=CC=CC=1.FC(F)(F)C(OC(=O)C(F)(F)F)=O>O1CCOCC1.C(Cl)Cl>[C:36]([C:30]1[NH:31][C:32]2[C:28]([CH:29]=1)=[C:27]([O:26][CH2:25][CH2:24][CH2:23][N:20]1[CH2:21][CH2:22][N:17]([C:8]3[N:7]=[C:6]([N:1]4[CH2:5][CH2:4][CH2:3][CH2:2]4)[N:11]=[C:10]([N:12]4[CH2:16][CH2:15][CH2:14][CH2:13]4)[CH:9]=3)[CH2:18][CH2:19]1)[CH:35]=[CH:34][CH:33]=2)#[N:38]. Reported procedure: A solution of 4-[3-[4-[2,4-dipyrrolidino-6-pyrimidinyl]-1-piperazinyl]propoxy]indole-2-carboxamide (0.45 g) in dioxane (12 ml), under nitrogen, is mixed with pyridine (0.33 ml), cooled to 12° and treated during 5 min. with a solution of trifluoroacetic anhydride (0.31 ml) in dioxane (2.5 ml). The mixture is stirred at 12° for 15 min. and at 20°-25° for 18 hr. It is again cooled to 12° and treated with additional trifluoroacetic anhydride (0.1 ml) in dioxane (1 ml). The mixture is kept at 12° for... Starting materials: C(C)(C)(C)P(C1=C(C2=CC=CC=C2C=C1)C1=CC=CC2=CC=CC=C12)C(C)(C)C (Racemic-2-(di-t-butylphosphino)-1,1′-binaphthyl), ClC1=C(C=NC2=CC(=CC=C12)OC)F (4-chloro-3-fluoro-7-methoxyquinoline), FC(C1=CC=C(C=C1)C1=NN=C(C2=CC=CC=C12)NC1=CC=C(C=C1)O)(F)F (4-(4-(4-(trifluoromethyl)phenyl)phthalazin-1-ylamino)phenol), C([O-])([O-])=O.[Cs+].[Cs+] (cesium carbonate), C1(=CC=CC=C1)C (Toluene). The reagents and catalysts are C=1C=CC(=CC1)/C=C/C(=O)/C=C/C2=CC=CC=C2.C=1C=CC(=CC1)/C=C/C(=O)/C=C/C2=CC=CC=C2.C=1C=CC(=CC1)/C=C/C(=O)/C=C/C2=CC=CC=C2.[Pd].[Pd] (Pd2 dba3). The solvent is CS(=O)C (DMSO), O (water), C(Cl)Cl (DCM). Conditions: temperature 100 celsius. Yields the product FC=1C=NC2=CC(=CC=C2C1OC1=CC=C(C=C1)NC1=NN=C(C2=CC=CC=C12)C1=CC=C(C=C1)C(F)(F)F)OC (N-(4-(3-fluoro-7-methoxyquinolin-4-yloxy)phenyl)-4-(4-(trifluoromethyl)phenyl) phthalazin-1-amine). RXN SMILES: C(P(C(C)(C)C)C1C=CC2C(=CC=CC=2)C=1C1C2C(=CC=CC=2)C=CC=1)(C)(C)C.Cl[C:31]1[C:40]2[C:35](=[CH:36][C:37]([O:41][CH3:42])=[CH:38][CH:39]=2)[N:34]=[CH:33][C:32]=1[F:43].[F:44][C:45]([F:71])([F:70])[C:46]1[CH:51]=[CH:50][C:49]([C:52]2[C:61]3[C:56](=[CH:57][CH:58]=[CH:59][CH:60]=3)[C:55]([NH:62][C:63]3[CH:68]=[CH:67][C:66]([OH:69])=[CH:65][CH:64]=3)=[N:54][N:53]=2)=[CH:48][CH:47]=1.C(=O)([O-])[O-].[Cs+].[Cs+].C1(C)C=CC=CC=1>O.C(Cl)Cl.CS(C)=O.C1C=CC(/C=C/C(/C=C/C2C=CC=CC=2)=O)=CC=1.C1C=CC(/C=C/C(/C=C/C2C=CC=CC=2)=O)=CC=1.C1C=CC(/C=C/C(/C=C/C2C=CC=CC=2)=O)=CC=1.[Pd].[Pd]>[F:43][C:32]1[CH:33]=[N:34][C:35]2[C:40]([C:31]=1[O:69][C:66]1[CH:65]=[CH:64][C:63]([NH:62][C:55]3[C:56]4[C:61](=[CH:60][CH:59]=[CH:58][CH:57]=4)[C:52]([C:49]4[CH:50]=[CH:51][C:46]([C:45]([F:71])([F:70])[F:44])=[CH:47][CH:48]=4)=[N:53][N:54]=3)=[CH:68][CH:67]=1)=[CH:39][CH:38]=[C:37]([O:41][CH3:42])[CH:36]=2 |f:3.4.5,10.11.12.13.14|. Procedure details: Racemic-2-(di-t-butylphosphino)-1,1′-binaphthyl (84 mg, 210 μmol), 4-chloro-3-fluoro-7-methoxyquinoline (67 mg, 315 μmol), 4-(4-(4-(trifluoromethyl)phenyl)phthalazin-1-ylamino)phenol (80 mg, 210 μmol), cesium carbonate (137 mg, 420 μmol), and Pd2 dba3 (96 mg, 105 μmol) were combined in a resealable tube, and the tube was purged with nitrogen. Toluene (1049 μl, 210 μmol) was added and the tube was sealed and heated to 100° C. overnight. Analysis by LCMS showed incomplete conversion to product. Th... Reactants: O=C1C(I)CCCC2CCCC(c3ccc(F)cc3)N12, CCOP(OCC)OCC. Product: CCOP(=O)(OCC)C1CCCC2CCCC(c3ccc(F)cc3)N2C1=O. RXN SMILES: [F:1][c:2]1[cH:3][cH:4][c:5]([CH:8]2[CH2:9][CH2:10][CH2:11][CH:12]3[N:13]2[C:14](=[O:20])[CH:15]([I:19])[CH2:16][CH2:17][CH2:18]3)[cH:6][cH:7]1.[P:21]([O:22][CH2:23][CH3:24])([O:25][CH2:26][CH3:27])[O:28][CH2:29][CH3:30]>>[F:1][c:2]1[cH:3][cH:4][c:5]([CH:8]2[CH2:9][CH2:10][CH2:11][CH:12]3[N:13]2[C:14](=[O:20])[CH:15]([P:21]([O:22][CH2:23][CH3:24])([O:25][CH2:26][CH3:27])=[O:28])[CH2:16][CH2:17][CH2:18]3)[cH:6][cH:7]1.